The task is: describe an organic reaction: reactants, conditions, products, and yield. This data is from the Open Reaction Database (ORD), a public repository of structured organic reaction records. Starting materials: BrCCCC1=CC=CC=C1 (1-bromo-3-phenylpropane), S(=S)(=O)([O-])C1=CC=C(C)C=C1.[K+] (potassium thiotosylate). Solvent: C(C)O (ethanol). The product is C1(=CC=CC=C1)CCCOS(=O)(=S)C1=CC=C(C=C1)C (3-Phenylpropyl-p-toluenethiosulfonate). As a reaction SMILES: Br[CH2:2][CH2:3][CH2:4][C:5]1[CH:10]=[CH:9][CH:8]=[CH:7][CH:6]=1.[S:11]([C:15]1[CH:21]=[CH:20][C:18]([CH3:19])=[CH:17][CH:16]=1)([O-:14])(=[O:13])=[S:12].[K+]>C(O)C>[C:5]1([CH2:4][CH2:3][CH2:2][O:14][S:11]([C:15]2[CH:21]=[CH:20][C:18]([CH3:19])=[CH:17][CH:16]=2)(=[S:12])=[O:13])[CH:10]=[CH:9][CH:8]=[CH:7][CH:6]=1 |f:1.2|. Procedure: The title compound was prepared as described in General Method 2 using 1-bromo-3-phenylpropane (0.044 mmol), potassium thiotosylate (0.044 mmol) and absolute ethanol (125 mL) to give an oil which was used without purification. 1H NMR (CDCl3) δ 1.95 (quint., 2 H), 2.459 (s, 3 H), 2.63 (t, 2 H), 2.95 (t, 2 H), 7.0-7.4 (m, 8 H), 7.7 (d, 2 H). Starting materials: C(#N)CC=1C=CC(=C(C1)C1=C(C=C(C=C1)C(F)(F)F)CN(C(=O)C1CC1)CC)OC (cyclopropanecarboxylic acid (5′-cyanomethyl-2′-methoxy-4-trifluoromethyl-biphenyl-2-ylmethyl)-ethyl-amide), C([O-])([O-])=O.[K+].[K+] (potassium carbonate), OO (hydrogen peroxide). Run in CS(=O)C (DMSO). Run at time 3 hour. Yields the product C(N)(=O)CC=1C=CC(=C(C1)C1=C(C=C(C=C1)C(F)(F)F)CN(C(=O)C1CC1)CC)OC (Cyclopropanecarboxylic acid (5′-carbamoylmethyl-2′-methoxy-4-trifluoromethyl-biphenyl-2-ylmethyl)-ethyl-amide). RXN SMILES: [C:1]([CH2:3][C:4]1[CH:5]=[CH:6][C:7]([O:29][CH3:30])=[C:8]([C:10]2[CH:15]=[CH:14][C:13]([C:16]([F:19])([F:18])[F:17])=[CH:12][C:11]=2[CH2:20][N:21]([CH2:27][CH3:28])[C:22]([CH:24]2[CH2:26][CH2:25]2)=[O:23])[CH:9]=1)#[N:2].C(=O)([O-])[O-:32].[K+].[K+].OO>CS(C)=O>[C:1]([CH2:3][C:4]1[CH:5]=[CH:6][C:7]([O:29][CH3:30])=[C:8]([C:10]2[CH:15]=[CH:14][C:13]([C:16]([F:18])([F:19])[F:17])=[CH:12][C:11]=2[CH2:20][N:21]([CH2:27][CH3:28])[C:22]([CH:24]2[CH2:25][CH2:26]2)=[O:23])[CH:9]=1)(=[O:32])[NH2:2] |f:1.2.3|. Procedure: To a solution of cyclopropanecarboxylic acid (5′-cyanomethyl-2′-methoxy-4-trifluoromethyl-biphenyl-2-ylmethyl)-ethyl-amide (0.064 g, 0.15 mmol) and potassium carbonate (0.064 g, 0.46 mmol) in DMSO (1 mL) at 0° C. was added hydrogen peroxide (30%; 0.44 mL), and the reaction was warmed to room temperature and stirred for 3 hours. The mixture was partitioned between EtOAc and aqueous Na2S2O4, and the aqueous layer was extracted with EtOAc. The combined organic layers were dried over MgSO4, filtered... Reactants: C(C)(=O)OCC (Ethyl acetate), [I-].C[S+](C)C (trimethylsulfonium iodide), CC(C)([O-])C.[K+] (potassium tert-butoxide), C(C)(C)(C)OC(=O)C=C1CCC(CC1)C1=CC=C(C(=O)OCC)C=C1 (ethyl 4-(4-tert-butoxycarbonylmethylenecyclohexyl)benzoate), CC(C)([O-])C.[K+] (potassium tert-butoxide), [I-].C[S+](C)C (trimethylsulfonium iodide). The solvent is CS(=O)C (DMSO), CS(=O)C (DMSO), CS(=O)C (DMSO). Conditions: time 3 hour. Product: C(C)OC(=O)C1=CC=C(C=C1)C1CCC2(CC2C(=O)OC(C)(C)C)CC1 (tert-butyl 6-(4-ethoxycarbonylphenyl)spiro[2.5]octane-1-carboxylate). Isolated yield 7.6%. RXN SMILES: [I-].C[S+](C)C.[CH3:6]C(C)([O-])C.[K+].[C:12]([O:16][C:17]([CH:19]=[C:20]1[CH2:25][CH2:24][CH:23]([C:26]2[CH:36]=[CH:35][C:29]([C:30]([O:32][CH2:33][CH3:34])=[O:31])=[CH:28][CH:27]=2)[CH2:22][CH2:21]1)=[O:18])([CH3:15])([CH3:14])[CH3:13].C(OCC)(=O)C>CS(C)=O>[CH2:33]([O:32][C:30]([C:29]1[CH:28]=[CH:27][C:26]([CH:23]2[CH2:24][CH2:25][C:20]3([CH:19]([C:17]([O:16][C:12]([CH3:13])([CH3:14])[CH3:15])=[O:18])[CH2:6]3)[CH2:21][CH2:22]2)=[CH:36][CH:35]=1)=[O:31])[CH3:34] |f:0.1,2.3|. Procedure: 5.11 g of trimethylsulfonium iodide (23.23 mmol, 4 eq.) are dissolved with stirring in 20 mL of DMSO in a 250 mL three-necked flask under a nitrogen atmosphere. 2.61 g of potassium tert-butoxide (23.23 mmol, 4 eq.) are added and the reaction medium is stirred for 3 hours. 2 g of ethyl 4-(4-tert-butoxycarbonylmethylenecyclohexyl)benzoate dissolved in 5 mL of DMSO are added and stirring is continued for 2 days. 2.56 g of trimethylsulfonium iodide (11.61 mmol, 2 eq.) are dissolved in 20 mL of DMSO ... Starting materials: FC(C1=CC=C(C=C1)C1=CC=C(C=N1)C(CC)OC1=CC=C(C(=O)OCC)C=C1)(F)F (ethyl 4-{1-[6-(4-trifluoromethyl-phenyl)-pyridin-3-yl]-propoxy}-benzoate), [OH-].[Na+] (sodium hydroxide). The solvent is C(C)O (ethanol). Product: FC(C1=CC=C(C=C1)C1=CC=C(C=N1)C(CC)OC1=CC=C(C(=O)O)C=C1)(F)F (4-{1-[6-(4-trifluoromethyl-phenyl)-pyridin-3-yl]-propoxy}-benzoic acid). Reaction SMILES: [F:1][C:2]([F:31])([F:30])[C:3]1[CH:8]=[CH:7][C:6]([C:9]2[N:14]=[CH:13][C:12]([CH:15]([O:18][C:19]3[CH:29]=[CH:28][C:22]([C:23]([O:25]CC)=[O:24])=[CH:21][CH:20]=3)[CH2:16][CH3:17])=[CH:11][CH:10]=2)=[CH:5][CH:4]=1.[OH-].[Na+]>C(O)C>[F:30][C:2]([F:1])([F:31])[C:3]1[CH:4]=[CH:5][C:6]([C:9]2[N:14]=[CH:13][C:12]([CH:15]([O:18][C:19]3[CH:20]=[CH:21][C:22]([C:23]([OH:25])=[O:24])=[CH:28][CH:29]=3)[CH2:16][CH3:17])=[CH:11][CH:10]=2)=[CH:7][CH:8]=1 |f:1.2|. Procedure details: To a solution of 1-[6-(4-trifluoromethyl-phenyl)-pyridin-3-yl]-propoxy-1-ol (280 mg, 1.0 mmol) in THF (2 mL) and toluene (4 mL) is added 1,1′-(azodicarbonyl)dipiperidine (ADDP, 376.8 mg, 1.49 mmol) at 0° C., followed by the addition of triphenylphosphine (391.6 mg, 1.49 mmol) and methyl 4-hydroxybenzoate (181.7 mg, 1.19 mmol). The reaction mixture is warmed up to room temperature and stirred overnight. The mixture is loaded on silica gel, eluted with hexanes with a gradient from 0% of ethyl acet... Starting materials: NCCCN(CC(=O)NCCC1=CC=C(C=C1)OC)C1=NC(=NC(=C1)C)N1C=NC=C1 (2-[(3-aminopropyl)[2-(1H-imidazol-1-yl)-6-methyl-4-pyrimidinyl]amino]-N-[2-(4-methoxyphenyl)ethyl]acetamide), O (water), [O-]C#N.[K+] (potassium cyanate), O (water). Procedure details: To 2-[(3-aminopropyl)[2-(1H-imidazol-1-yl)-6-methyl-4-pyrimidinyl]amino]-N-[2-(4-methoxyphenyl)ethyl]acetamide (135 mg, 0.32 mmol) (a compound of formula (Yc6)) in pyridine (1.5 mL) was added water (1.5 mL) solution of potassium cyanate (64 mg, 0.76 mmol). The mixture was stirred and heated in an oil bath at 80° C. overnight. The mixture was poured into water and extracted with ethyl acetate (3×20 mL). The combined ethyl acetate fractions were washed with brine, dried over sodium sulfate and con... The solvent is N1=CC=CC=C1 (pyridine). RXN SMILES: NCCCN(C1C=C(C)N=C(N2C=CN=C2)N=1)[CH2:6][C:7]([NH:9][CH2:10][CH2:11][C:12]1[CH:17]=[CH:16][C:15]([O:18][CH3:19])=[CH:14][CH:13]=1)=[O:8].O.[O-]C#N.[K+]>N1C=CC=CC=1>[CH3:19][O:18][C:15]1[CH:14]=[CH:13][C:12]([CH2:11][CH2:10][NH:9][C:7](=[O:8])[CH3:6])=[CH:17][CH:16]=1 |f:2.3|. Reaction conditions: temperature 80 celsius. Product: COC1=CC=C(C=C1)CCNC(C)=O (N-[2-(4-methoxyphenyl)ethyl]acetamide). The solvent is CO (methanol). Reactants: C(C)(C)(C)OC(=O)NCC1=CC=C(CNC(=O)N2CCN(CC2)C(=O)OCC2=CC=CC=C2)C=C1 (benzyl 4-[4-(tert-butyloxycarbonylaminomethyl)benzylaminocarbonyl]piperazine-1-carboxylate). The reagents and catalysts are [Pd] (palladium/carbon). Isolated yield 100.6%. Reaction SMILES: [C:1]([O:5][C:6]([NH:8][CH2:9][C:10]1[CH:35]=[CH:34][C:13]([CH2:14][NH:15][C:16]([N:18]2[CH2:23][CH2:22][N:21](C(OCC3C=CC=CC=3)=O)[CH2:20][CH2:19]2)=[O:17])=[CH:12][CH:11]=1)=[O:7])([CH3:4])([CH3:3])[CH3:2]>CO.[Pd]>[C:1]([O:5][C:6]([NH:8][CH2:9][C:10]1[CH:35]=[CH:34][C:13]([CH2:14][NH:15][C:16]([N:18]2[CH2:19][CH2:20][NH:21][CH2:22][CH2:23]2)=[O:17])=[CH:12][CH:11]=1)=[O:7])([CH3:4])([CH3:2])[CH3:3]. Procedure: 41.7 g (86.4 mmol) of benzyl 4-[4-(tert-butyloxycarbonylaminomethyl)benzylaminocarbonyl]piperazine-1-carboxylate (starting material A11 ) in 1.0 l of methanol are hydrogenated over palladium/carbon (5%) for 4 h. The catalyst is filtered off and the solvent is removed, giving 30.3 g of the title compound as a colorless oil. Product: C(C)(C)(C)OC(=O)NCC1=CC=C(CNC(=O)N2CCNCC2)C=C1 (1-[4-(tert-Butyloxycarbonylaminomethyl)benzylaminocarbonyl]piperazine). Product: BrC1=CC2=C(C(=NO2)N2CCN(CC2)C(=O)OC(C)(C)C)C=C1 (1,1-Dimethylethyl 4-(6-bromo-1,2-benzisoxazol-3-yl)-1-piperazinecarboxylate). Procedure details: An ice-bath cooled solution of 6-bromo-1,2-benzisoxazol-3 (2H)-one (Intermediate 24) (0.05 g) and dry pyridine (0.05 ml) in dry dichloromethane (4 ml) was stirred under nitrogen and treated with triflic anhydride (60 μL). The solution was stirred at room temp. for 4 h, diluted with cyclohexane then applied to a Varian Bond-Elut SPE cartridge (silica, 1 g) and eluted with dichloromethane to give a yellow oil. The oil was dissolved in acetonitrile (2 ml) treated with 1,1-dimethylethyl 1-piperazine... The yield is 19.5%. The solvent is C(C)#N (acetonitrile), C1CCCCC1 (cyclohexane), ClCCl (dichloromethane), N1=CC=CC=C1 (pyridine). As a reaction SMILES: [Br:1][C:2]1[CH:11]=[CH:10][C:5]2[C:6](=O)[NH:7][O:8][C:4]=2[CH:3]=1.S(OS(C(F)(F)F)(=O)=O)(C(F)(F)F)(=O)=O.[N:27]1([C:33]([O:35][C:36]([CH3:39])([CH3:38])[CH3:37])=[O:34])[CH2:32][CH2:31][NH:30][CH2:29][CH2:28]1.C(N(C(C)C)CC)(C)C>ClCCl.C1CCCCC1.C(#N)C.N1C=CC=CC=1>[Br:1][C:2]1[CH:11]=[CH:10][C:5]2[C:6]([N:30]3[CH2:29][CH2:28][N:27]([C:33]([O:35][C:36]([CH3:39])([CH3:38])[CH3:37])=[O:34])[CH2:32][CH2:31]3)=[N:7][O:8][C:4]=2[CH:3]=1. The reactants are N1(CCNCC1)C(=O)OC(C)(C)C (1,1-dimethylethyl 1-piperazinecarboxylate), C(C)(C)N(CC)C(C)C (diisopropylethylamine), BrC1=CC2=C(C(NO2)=O)C=C1 (6-bromo-1,2-benzisoxazol-3 (2H)-one), BrC1=CC2=C(C(NO2)=O)C=C1 (6-bromo-1,2-benzisoxazol-3 (2H)-one), S(=O)(=O)(C(F)(F)F)OS(=O)(=O)C(F)(F)F (triflic anhydride). The reactants are C=CC(=O)OC, CC(C)(C)O, COC(=O)CC(C[N+](=O)[O-])c1ccccc1, CCOCC, Cl. The product is COC(=O)CCC(C(CC(=O)OC)c1ccccc1)[N+](=O)[O-]. As a reaction SMILES: [C:17]([CH:18]=[CH2:19])(=[O:20])[O:21][CH3:22].[C:24]([OH:25])([CH3:26])([CH3:27])[CH3:28].[CH3:1][O:2][C:3]([CH2:4][CH:5]([CH2:6][N+:7](=[O:8])[O-:9])[c:10]1[cH:11][cH:12][cH:13][cH:14][cH:15]1)=[O:16].[CH3:29][CH2:30][O:31][CH2:32][CH3:33].[ClH:23]>>[CH3:1][O:2][C:3]([CH2:4][CH:5]([CH:6]([N+:7](=[O:8])[O-:9])[CH2:19][CH2:18][C:17](=[O:20])[O:21][CH3:22])[c:10]1[cH:11][cH:12][cH:13][cH:14][cH:15]1)=[O:16].